Dataset: the Open Reaction Database (ORD), a public repository of structured organic reaction records. Task: describe an organic reaction: reactants, conditions, products, and yield Reactants: N#Cc1ccc(O)c(Br)c1, O=C([O-])[O-], C=CCBr, CC(C)=O, CCOC(C)=O, [I-], [K+], [K+], [K+]. The product is C=CCOc1ccc(C#N)cc1Br. As a reaction SMILES: [Br:1][c:2]1[cH:3][c:4]([C:5]#[N:6])[cH:7][cH:8][c:9]1[OH:10].[C:15](=[O:16])([O-:17])[O-:18].[CH2:11]([CH:12]=[CH2:13])[Br:14].[CH3:23][C:24](=[O:25])[CH3:26].[CH3:27][CH2:28][O:29][C:30]([CH3:31])=[O:32].[I-:22].[K+:19].[K+:20].[K+:21]>>[Br:1][c:2]1[cH:3][c:4]([C:5]#[N:6])[cH:7][cH:8][c:9]1[O:10][CH2:13][CH:12]=[CH2:11]. The reactants are CC(C)(C)c1ccc(CN=C=O)cc1, CC(C)(C)c1ccc(CN)cc1, ClCCl, CN(C)c1ccncc1, C=Cc1cc(CN)cc(Cl)c1NS(C)(=O)=O. The product is C=Cc1cc(CNC(=O)NCc2ccc(C(C)(C)C)cc2)cc(Cl)c1NS(C)(=O)=O. As a reaction SMILES: [C:13]([CH3:14])([CH3:15])([CH3:16])[c:17]1[cH:18][cH:19][c:20]([CH2:23][N:24]=[C:25]=[O:26])[cH:21][cH:22]1.[C:1]([c:2]1[cH:3][cH:4][c:5]([CH2:6][NH2:7])[cH:8][cH:9]1)([CH3:10])([CH3:11])[CH3:12].[CH2:52]([Cl:53])[Cl:54].[CH3:43][N:44]([c:45]1[cH:46][cH:47][n:48][cH:49][cH:50]1)[CH3:51].[NH2:27][CH2:28][c:29]1[cH:30][c:31]([Cl:42])[c:32]([NH:37][S:38](=[O:39])(=[O:40])[CH3:41])[c:33]([CH:35]=[CH2:36])[cH:34]1>>[C:13]([CH3:14])([CH3:15])([CH3:16])[c:17]1[cH:18][cH:19][c:20]([CH2:23][NH:24][C:25](=[O:26])[NH:27][CH2:28][c:29]2[cH:30][c:31]([Cl:42])[c:32]([NH:37][S:38](=[O:39])(=[O:40])[CH3:41])[c:33]([CH:35]=[CH2:36])[cH:34]2)[cH:21][cH:22]1. Starting materials: O=C(O)C(F)(F)F, CC(C)(C)OC(=O)c1ccc(-c2ccccc2)cc1NC(=O)c1ccc(N2CCCCC2)nc1. Product: O=C(Nc1cc(-c2ccccc2)ccc1C(=O)O)c1ccc(N2CCCCC2)nc1. Reaction SMILES: [OH:35][C:36]([C:37]([F:38])([F:39])[F:40])=[O:41].[c:1]1(-[c:7]2[cH:8][c:9]([NH:20][C:21](=[O:22])[c:23]3[cH:24][n:25][c:26]([N:29]4[CH2:30][CH2:31][CH2:32][CH2:33][CH2:34]4)[cH:27][cH:28]3)[c:10]([C:11](=[O:12])[O:13][C:14]([CH3:15])([CH3:16])[CH3:17])[cH:18][cH:19]2)[cH:2][cH:3][cH:4][cH:5][cH:6]1>>[c:1]1(-[c:7]2[cH:8][c:9]([NH:20][C:21](=[O:22])[c:23]3[cH:24][n:25][c:26]([N:29]4[CH2:30][CH2:31][CH2:32][CH2:33][CH2:34]4)[cH:27][cH:28]3)[c:10]([C:11](=[O:12])[OH:13])[cH:18][cH:19]2)[cH:2][cH:3][cH:4][cH:5][cH:6]1. The reactants are C(C)(C)(C)C=1C=C(C=CC1)NC(=O)C1CC2=CC(=CC=C2CC1)OC1=CC(=NC=C1)C1=NN=NN1 (N-(3-tert-butylphenyl)-7-{[2-(1H-tetrazol-5-yl)pyridin-4-yl]oxy}-1,2,3,4-tetrahydronaphthalene-2-carboxamide), C([O-])([O-])=O.[K+].[K+] (potassium carbonate), CI (methyl iodide). The solvent is CC(=O)C (acetone), O (water). Conditions: temperature 0 celsius, time 10 minute. The product is C(C)(C)(C)C=1C=C(C=CC1)NC(=O)C1CC2=CC(=CC=C2CC1)OC1=CC(=NC=C1)C1=NN=NN1C (N-(3-tert-butylphenyl)-7-{[2-(1-methyl-1H-tetrazol-5-yl)pyridin-4-yl]oxy}-1,2,3,4-tetrahydronaphthalene-2-carboxamide). Isolated yield 12.0%. Reaction SMILES: [C:1]([C:5]1[CH:6]=[C:7]([NH:11][C:12]([CH:14]2[CH2:23][CH2:22][C:21]3[C:16](=[CH:17][C:18]([O:24][C:25]4[CH:30]=[CH:29][N:28]=[C:27]([C:31]5[NH:35][N:34]=[N:33][N:32]=5)[CH:26]=4)=[CH:19][CH:20]=3)[CH2:15]2)=[O:13])[CH:8]=[CH:9][CH:10]=1)([CH3:4])([CH3:3])[CH3:2].[C:36](=O)([O-])[O-].[K+].[K+].CI>CC(C)=O.O>[C:1]([C:5]1[CH:6]=[C:7]([NH:11][C:12]([CH:14]2[CH2:23][CH2:22][C:21]3[C:16](=[CH:17][C:18]([O:24][C:25]4[CH:30]=[CH:29][N:28]=[C:27]([C:31]5[N:35]([CH3:36])[N:34]=[N:33][N:32]=5)[CH:26]=4)=[CH:19][CH:20]=3)[CH2:15]2)=[O:13])[CH:8]=[CH:9][CH:10]=1)([CH3:4])([CH3:2])[CH3:3] |f:1.2.3|. Reported procedure: A suspension of N-(3-tert-butylphenyl)-7-{[2-(1H-tetrazol-5-yl)pyridin-4-yl]oxy}-1,2,3,4-tetrahydronaphthalene-2-carboxamide (0.075 g, 0.16 mmol), potassium carbonate (0.11 g, 0.80 mmol), and methyl iodide (0.019 mL, 0.30 mmol) in acetone (8 mL) was allowed to stir at 0° C. for 10 min. The reaction mixture was allowed to warm to rt, diluted with water, and extracted with EtOAc. The organic solution were combined and concentrated. The residue was purified by column chromatography to give N-(3-ter... Reactants: C(C)(C)(C)OC(=O)N1[C@H](C[C@H](CC1)OC1=NC(=CC=C1)N)C (4-(6-amino-pyridin-2-yloxy)-cis-2-methyl-piperidine-1-carboxylic acid tert-butyl ester), ClC1=C(C(=O)Cl)C=CC(=C1)F (2-chloro-4-fluorobenzoyl chloride). Run in O1CCOCC1 (1,4-dioxane). Run at time 2.5 hour. Yields the product C(C)(C)(C)OC(=O)N1[C@H](C[C@H](CC1)OC1=NC(=CC=C1)NC(C1=C(C=C(C=C1)F)Cl)=O)C (4-[6-(2-Chloro-4-fluoro-benzoylamino)-pyridin-2-yloxy]-cis-2-methyl-piperidine-1-carboxylic acid tert-butyl ester). RXN SMILES: [C:1]([O:5][C:6]([N:8]1[CH2:13][CH2:12][C@H:11]([O:14][C:15]2[CH:20]=[CH:19][CH:18]=[C:17]([NH2:21])[N:16]=2)[CH2:10][C@@H:9]1[CH3:22])=[O:7])([CH3:4])([CH3:3])[CH3:2].[Cl:23][C:24]1[CH:32]=[C:31]([F:33])[CH:30]=[CH:29][C:25]=1[C:26](Cl)=[O:27]>O1CCOCC1>[C:1]([O:5][C:6]([N:8]1[CH2:13][CH2:12][C@H:11]([O:14][C:15]2[CH:20]=[CH:19][CH:18]=[C:17]([NH:21][C:26](=[O:27])[C:25]3[CH:29]=[CH:30][C:31]([F:33])=[CH:32][C:24]=3[Cl:23])[N:16]=2)[CH2:10][C@@H:9]1[CH3:22])=[O:7])([CH3:4])([CH3:2])[CH3:3]. Reported procedure: Combine 4-(6-amino-pyridin-2-yloxy)-cis-2-methyl-piperidine-1-carboxylic acid tert-butyl ester isomer 2 (preparation 64, 0.714 g) and 2-chloro-4-fluorobenzoyl chloride (0.493 g) in 1,4-dioxane (20 mL) and heat. After 2.5 hr., partition between ethyl acetate and saturated aqueous NaCl, dry over anhydrous sodium sulfate, evaporate and purify on a silica gel column eluting with dichloromethane-2M NH3 in methanol, gradient to give the title compound (0.678 g). Mass spectrum (electric spray) m/z=464 ...